This data is from the Open Reaction Database (ORD), a public repository of structured organic reaction records. The task is: describe an organic reaction: reactants, conditions, products, and yield Starting materials: Cc1cc(OCc2ccc(F)cc2F)c(Br)c(=O)[nH]1, CC#N, C1CCOC1, COC(=O)c1ccc(CCl)o1, [Cl-], [H-], [NH4+], [Na+], O, O. The product is COC(=O)c1ccc(Cn2c(C)cc(OCc3ccc(F)cc3F)c(Br)c2=O)o1. RXN SMILES: [Br:1][c:2]1[c:3](=[O:19])[nH:4][c:5]([CH3:18])[cH:6][c:7]1[O:8][CH2:9][c:10]1[c:11]([F:17])[cH:12][c:13]([F:16])[cH:14][cH:15]1.[C:34](#[N:35])[CH3:36].[CH2:37]1[O:38][CH2:39][CH2:40][CH2:41]1.[CH3:22][O:23][C:24](=[O:25])[c:26]1[o:27][c:28]([CH2:31][Cl:32])[cH:29][cH:30]1.[Cl-:42].[H-:21].[NH4+:43].[Na+:20].[OH2:33].[OH2:44]>>[Br:1][c:2]1[c:3](=[O:19])[n:4]([CH2:31][c:28]2[o:27][c:26]([C:24]([O:23][CH3:22])=[O:25])[cH:30][cH:29]2)[c:5]([CH3:18])[cH:6][c:7]1[O:8][CH2:9][c:10]1[c:11]([F:17])[cH:12][c:13]([F:16])[cH:14][cH:15]1. The reactants are C(C1=CC=CC=C1)N1CCC(CC1)NC(=O)C=1NC2=CC=CC(=C2C1)OC1=CC=C(C=C1)C (4-p-tolyloxy-1H-indole-2-carboxylic acid (1-benzyl-piperidin-4-yl)-amide), Cl (HCl). The reagents and catalysts are [Pd] (Pd—C). The solvent is CO (methanol), CO (methanol). Product: N1CCC(CC1)NC(=O)C=1NC2=CC=CC(=C2C1)OC1=CC=C(C=C1)C (4-p-Tolyloxy-1H-indole-2-carboxylic acid piperidin-4-ylamide). As a reaction SMILES: C([N:8]1[CH2:13][CH2:12][CH:11]([NH:14][C:15]([C:17]2[NH:18][C:19]3[C:24]([CH:25]=2)=[C:23]([O:26][C:27]2[CH:32]=[CH:31][C:30]([CH3:33])=[CH:29][CH:28]=2)[CH:22]=[CH:21][CH:20]=3)=[O:16])[CH2:10][CH2:9]1)C1C=CC=CC=1.Cl>CO.[Pd]>[NH:8]1[CH2:13][CH2:12][CH:11]([NH:14][C:15]([C:17]2[NH:18][C:19]3[C:24]([CH:25]=2)=[C:23]([O:26][C:27]2[CH:28]=[CH:29][C:30]([CH3:33])=[CH:31][CH:32]=2)[CH:22]=[CH:21][CH:20]=3)=[O:16])[CH2:10][CH2:9]1. Procedure: Pd—C (1 g) is placed into a flask filled with argon and covered with methanol. 186 (1.4 g, 3.2 mmol) is dissolved in 100 ml of methanol and 1.6 ml of 2M HCl and added. After hydrogenation at room temperature for 5 h the mixture is filtrated over celite and evaporated. Starting materials: CC#N, CC#N, CCNCC, CC#N, C#Cc1c(Cl)cccc1Cl, [Cu]I, COC(=O)c1ccc(I)c(N)c1, Cl[Pd]Cl. Yields the product COC(=O)c1ccc(C#Cc2c(Cl)cccc2Cl)c(N)c1. RXN SMILES: [C:31](#[N:32])[CH3:33].[C:34](#[N:35])[CH3:36].[CH2:23]([NH:24][CH2:25][CH3:26])[CH3:27].[CH3:28][C:29]#[N:30].[Cl:13][c:14]1[c:15]([C:21]#[CH:22])[c:16]([Cl:20])[cH:17][cH:18][cH:19]1.[Cu:40][I:41].[NH2:1][c:2]1[cH:3][c:4]([C:5](=[O:6])[O:7][CH3:8])[cH:9][cH:10][c:11]1[I:12].[Pd:37]([Cl:38])[Cl:39]>>[NH2:1][c:2]1[cH:3][c:4]([C:5](=[O:6])[O:7][CH3:8])[cH:9][cH:10][c:11]1[C:22]#[C:21][c:15]1[c:14]([Cl:13])[cH:19][cH:18][cH:17][c:16]1[Cl:20].